From a dataset of the Open Reaction Database (ORD), a public repository of structured organic reaction records. describe an organic reaction: reactants, conditions, products, and yield Reactants: ClC1=CC(=C(N=N1)C(=O)N)NC1=NC(=C(C=C1)OC)CCC (6-chloro-4-(5-methoxy-6-propylpyridin-2-ylamino)pyridazine-3-carboxamide), N[C@H]1[C@H](COCC1)NC(OC(C)(C)C)=O (tert-butyl (3R,4R)-4-aminotetrahydro-2H-pyran-3-ylcarbamate). Solvent: C(C)(=O)OCC (ethyl acetate), [Cl-].[Na+].O (brine), CN1CCCC1=O (NMP). Conditions: temperature 140 celsius. Yields the product C(N)(=O)C1=C(C=C(N=N1)N[C@H]1[C@H](COCC1)NC(OC(C)(C)C)=O)NC1=NC(=C(C=C1)OC)CCC (tert-butyl (3R,4R)-4-(6-carbamoyl-5-(5-methoxy-6-propylpyridin-2-ylamino)pyridazin-3-ylamino)tetrahydro-2H-pyran-3-ylcarbamate). Yield: 24.8%. RXN SMILES: Cl[C:2]1[N:7]=[N:6][C:5]([C:8]([NH2:10])=[O:9])=[C:4]([NH:11][C:12]2[CH:17]=[CH:16][C:15]([O:18][CH3:19])=[C:14]([CH2:20][CH2:21][CH3:22])[N:13]=2)[CH:3]=1.[NH2:23][C@@H:24]1[CH2:29][CH2:28][O:27][CH2:26][C@@H:25]1[NH:30][C:31](=[O:37])[O:32][C:33]([CH3:36])([CH3:35])[CH3:34]>CN1C(=O)CCC1.C(OCC)(=O)C.[Cl-].[Na+].O>[C:8]([C:5]1[N:6]=[N:7][C:2]([NH:23][C@@H:24]2[CH2:29][CH2:28][O:27][CH2:26][C@@H:25]2[NH:30][C:31](=[O:37])[O:32][C:33]([CH3:35])([CH3:34])[CH3:36])=[CH:3][C:4]=1[NH:11][C:12]1[CH:17]=[CH:16][C:15]([O:18][CH3:19])=[C:14]([CH2:20][CH2:21][CH3:22])[N:13]=1)(=[O:9])[NH2:10] |f:4.5.6|. Reported procedure: To a solution of 6-chloro-4-(5-methoxy-6-propylpyridin-2-ylamino)pyridazine-3-carboxamide (200 mg, 622 μmol, prepared as described in example 31) in NMP (2.1 mL) was added tert-butyl (3R,4R)-4-aminotetrahydro-2H-pyran-3-ylcarbamate (402 mg, 1.86 mmol) in 3 portions approximately every 12 h and heated to 140° C. in the periods between additions. After a total of 36 h, the mixture was cooled, diluted with ethyl acetate and brine, then the organic phase separated and washed with brine (3×). The org... Starting materials: N([C@H](CCCCNC(=O)OC(C)(C)C)C(=O)NCC(=O)N[C@@H](CCCNC(N)=N)C(=O)O)C(=O)OCC1=CC=CC=C1 (Z-D-Lys(BOC)-Gly-Arg), Cl (HCl), Cl.CC(=O)O (HCl AcOH). Run in CO (MeOH). The product is N([C@H](CCCCN)C(=O)NCC(=O)N[C@@H](CCCNC(N)=N)C(=O)O)C(=O)OCC1=CC=CC=C1 (Z-D-Lys-Gly-Arg). Yield: 74.6%. As a reaction SMILES: [NH:1]([C:33]([O:35][CH2:36][C:37]1[CH:42]=[CH:41][CH:40]=[CH:39][CH:38]=1)=[O:34])[C@@H:2]([C:15]([NH:17][CH2:18][C:19]([NH:21][C@H:22]([C:30]([OH:32])=[O:31])[CH2:23][CH2:24][CH2:25][NH:26][C:27](=[NH:29])[NH2:28])=[O:20])=[O:16])[CH2:3][CH2:4][CH2:5][CH2:6][NH:7]C(OC(C)(C)C)=O.Cl.Cl.CC(O)=O>CO>[NH:1]([C:33]([O:35][CH2:36][C:37]1[CH:38]=[CH:39][CH:40]=[CH:41][CH:42]=1)=[O:34])[C@@H:2]([C:15]([NH:17][CH2:18][C:19]([NH:21][C@H:22]([C:30]([OH:32])=[O:31])[CH2:23][CH2:24][CH2:25][NH:26][C:27](=[NH:28])[NH2:29])=[O:20])=[O:16])[CH2:3][CH2:4][CH2:5][CH2:6][NH2:7] |f:2.3|. Reported procedure: 2.7 Grams (3.5 mM) of Z-D-Lys(BOC)-Gly-Arg-CHA.HCl was dissolved in a small amount of MeOH, followed by addition of 7 ml of 2N-HCl/AcOH and the mixture was reacted at room temperature for 1 hour. The reaction mixture was reprecipitated from dry diethyl ether and the crystals precipitated were collected by filtration and dried to obtain crude Z-D-Lys-Gly-Arg-CHA.2HCl. This crude product was purified by means of a column chromatography by using "TOYOPEARL HW 40F" column using MeOH as a developing ... The reactants are CCN(C(C)C)C(C)C, COc1cccc2c1nc(C(F)F)n2-c1nc(Cl)nc(N2CCOCC2)n1, O, c1cn[nH]c1. Yields the product COc1cccc2c1nc(C(F)F)n2-c1nc(N2CCOCC2)nc(-n2cccn2)n1. RXN SMILES: [CH:33]([N:34]([CH2:35][CH3:36])[CH:37]([CH3:38])[CH3:39])([CH3:40])[CH3:41].[Cl:1][c:2]1[n:3][c:4](-[n:14]2[c:15]([CH:25]([F:26])[F:27])[n:16][c:17]3[c:18]2[cH:19][cH:20][cH:21][c:22]3[O:23][CH3:24])[n:5][c:6]([N:8]2[CH2:9][CH2:10][O:11][CH2:12][CH2:13]2)[n:7]1.[OH2:42].[nH:28]1[n:29][cH:30][cH:31][cH:32]1>>[c:2]1(-[n:28]2[n:29][cH:30][cH:31][cH:32]2)[n:3][c:4](-[n:14]2[c:15]([CH:25]([F:26])[F:27])[n:16][c:17]3[c:18]2[cH:19][cH:20][cH:21][c:22]3[O:23][CH3:24])[n:5][c:6]([N:8]2[CH2:9][CH2:10][O:11][CH2:12][CH2:13]2)[n:7]1. The reactants are COC=1C=CC(=CC1)P2(=S)SP(=S)(S2)C=3C=CC(=CC3)OC (Lawesson reagent), N(C1=CC=CC=C1)C=1C=C2C(C(=O)NC2=O)=CC1NC1=CC=CC=C1 (4,5-bis(anilino)phthalimide). Run in ClCCl (dichloromethane). Product: N(C1=CC=CC=C1)C=1C=C2C(C(=S)NC2=O)=CC1NC1=CC=CC=C1 (4,5-Bis(anilino)-thiophthalimide). RXN SMILES: COC1C=CC(P2(SP(C3C=CC(OC)=CC=3)(=S)S2)=[S:10])=CC=1.[NH:23]([C:30]1[CH:31]=[C:32]2[C:37](=[O:38])[NH:36][C:34](=O)[C:33]2=[CH:39][C:40]=1[NH:41][C:42]1[CH:47]=[CH:46][CH:45]=[CH:44][CH:43]=1)[C:24]1[CH:29]=[CH:28][CH:27]=[CH:26][CH:25]=1>ClCCl>[NH:23]([C:30]1[CH:31]=[C:32]2[C:37](=[O:38])[NH:36][C:34](=[S:10])[C:33]2=[CH:39][C:40]=1[NH:41][C:42]1[CH:47]=[CH:46][CH:45]=[CH:44][CH:43]=1)[C:24]1[CH:29]=[CH:28][CH:27]=[CH:26][CH:25]=1. Procedure: 138 mg (0.36 mmol) of Lawesson reagent [=2,4-bis(4-methoxyphenyl)-2,4-dithioxo-1,3,2,4-dithiaphosphetane]are added to a solution of 100 mg (0.3 mmol) of 4,5-bis(anilino)phthalimide (Example 1) in 15 ml of dichloromethane and the mixture is boiled under reflux for 4 hours. The reaction mixture is concentrated by evaporation and chromatographed directly on silica gel with hexane/ethyl acetate 2:1. The product fractions are concentrated by evaporation, yielding the title compound in the form of yel... The reactants are ClC1=C(CCNC(OC(C)(C)C)=O)C=CC(=C1)C=1C=2C3=C(C(NC2C(=CC1OC)C)=O)SC=C3 (tert-butyl 2-chloro-4-(8-methoxy-6-methyl-4-oxo-4,5-dihydrothieno[2,3-c]quinolin-9-yl)phenethylcarbamate), BrB(Br)Br (tribromoborane). Product: Cl.NCCC1=C(C=C(C=C1)C=1C=2C3=C(C(NC2C(=CC1O)C)=O)SC=C3)Cl (9-(4-(2-aminoethyl)-3-chlorophenyl)-8-hydroxy-6-methylthieno[2,3-c]quinolin-4(5H)-one Hydrochloride). The yield is 102.8%. As a reaction SMILES: [Cl:1][C:2]1[CH:17]=[C:16]([C:18]2[C:19]3[C:20]4[CH:34]=[CH:33][S:32][C:21]=4[C:22](=[O:31])[NH:23][C:24]=3[C:25]([CH3:30])=[CH:26][C:27]=2[O:28]C)[CH:15]=[CH:14][C:3]=1[CH2:4][CH2:5][NH:6]C(=O)OC(C)(C)C.BrB(Br)Br>>[ClH:1].[NH2:6][CH2:5][CH2:4][C:3]1[CH:14]=[CH:15][C:16]([C:18]2[C:19]3[C:20]4[CH:34]=[CH:33][S:32][C:21]=4[C:22](=[O:31])[NH:23][C:24]=3[C:25]([CH3:30])=[CH:26][C:27]=2[OH:28])=[CH:17][C:2]=1[Cl:1] |f:2.3|. Procedure details: Following General Procedure F, tert-butyl 2-chloro-4-(8-methoxy-6-methyl-4-oxo-4,5-dihydrothieno[2,3-c]quinolin-9-yl)phenethylcarbamate (120 mg, 0.24 mmol) was reacted with tribromoborane (1.0 M in methylene chloride, 1.45 mL, 1.45 mmol) to afford the desired product (52 mg, 57%) as a white solid: 1H NMR (500 MHz, MeOD) δ 7.64 (d, J=5.4 Hz, 1H), 7.54 (d, J=7.8 Hz, 1H), 7.37 (d, J=1.4 Hz, 1H), 7.23 (dd, J=7.7, 1.4 Hz, 1H), 7.08 (s, 1H), 6.19 (d, J=5.4 Hz, 1H), 3.42-3.14 (m, 4H), 2.56 (s, 3H); ESI... The reactants are C(#N)C1(CC1)NC(=O)[C@H]1NC[C@@H](C1)S(=O)(=O)C1=C(C=CC=C1)OC ((2S,4R)-N-(1-cyanocyclopropyl)-4-(2-methoxyphenylsulfonyl)pyrrolidine-2-carboxamide), C(C)OC(=O)N1CCC(CC1)N1C(CC1)C(=O)[O-].[Li+] (lithium 1-(1-(ethoxycarbonyl)piperidin-4-yl)azetidine-2-carboxylate). Product: C(#N)C1(CC1)NC(=O)[C@H]1N(C[C@@H](C1)S(=O)(=O)C1=C(C=CC=C1)OC)C(=O)C1N(CC1)C1CCN(CC1)C(=O)OCC (ethyl 4-(2-((2S,4R)-2-(1-cyanocyclopropylcarbamoyl)-4-(2-methoxyphenylsulfonyl)pyrrolidine-1-carbonyl)azetidin-1-yl)piperidine-1-carboxylate), solid. Yield: 76.0%. RXN SMILES: [C:1]([C:3]1([NH:6][C:7]([C@@H:9]2[CH2:13][C@@H:12]([S:14]([C:17]3[CH:22]=[CH:21][CH:20]=[CH:19][C:18]=3[O:23][CH3:24])(=[O:16])=[O:15])[CH2:11][NH:10]2)=[O:8])[CH2:5][CH2:4]1)#[N:2].[CH2:25]([O:27][C:28]([N:30]1[CH2:35][CH2:34][CH:33]([N:36]2[CH2:39][CH2:38][CH:37]2[C:40]([O-])=[O:41])[CH2:32][CH2:31]1)=[O:29])[CH3:26].[Li+]>>[C:1]([C:3]1([NH:6][C:7]([C@@H:9]2[CH2:13][C@@H:12]([S:14]([C:17]3[CH:22]=[CH:21][CH:20]=[CH:19][C:18]=3[O:23][CH3:24])(=[O:16])=[O:15])[CH2:11][N:10]2[C:40]([CH:37]2[CH2:38][CH2:39][N:36]2[CH:33]2[CH2:32][CH2:31][N:30]([C:28]([O:27][CH2:25][CH3:26])=[O:29])[CH2:35][CH2:34]2)=[O:41])=[O:8])[CH2:5][CH2:4]1)#[N:2] |f:1.2|. Procedure: The reaction of (2S,4R)-N-(1-cyanocyclopropyl)-4-(2-methoxyphenylsulfonyl)pyrrolidine-2-carboxamide 7C and lithium 1-(1-(ethoxycarbonyl)piperidin-4-yl)azetidine-2-carboxylate 20J carried out according to the general procedure L yielded ethyl 4-(2-((2S,4R)-2-(1-cyanocyclopropylcarbamoyl)-4-(2-methoxyphenylsulfonyl)pyrrolidine-1-carbonyl)azetidin-1-yl)piperidine-1-carboxylate 1:1 epimers as a white solid (76%). MS ISP (m/e): 588.2 (100) [(M+H)]+. Reactants: CN1N=C(C=C1COCC1=CC=CC=C1)NC(C1=C(C=CC=C1C)C)=O (N-(1-methyl-5-benzyloxymethylpyrazol-3-yl)-2,6-dimethyl benzamide), [I-].[Na+] (sodium iodide), B(F)(F)F.CCOCC (boron trifluoride etherate). Run in C(C)#N (acetonitrile), C(C)#N (acetonitrile). Conditions: time 2 hour. Product: NC1=NN(C(=C1)COCC1=CC=CC=C1)C (3-amino-5-benzyloxymethyl-1-methyl pyrazole). Isolated yield 26.8%. RXN SMILES: [CH3:1][N:2]1[C:6]([CH2:7][O:8][CH2:9][C:10]2[CH:15]=[CH:14][CH:13]=[CH:12][CH:11]=2)=[CH:5][C:4]([NH:16]C(=O)C2C(C)=CC=CC=2C)=[N:3]1.[I-].[Na+].B(F)(F)F.CCOCC>C(#N)C>[NH2:16][C:4]1[CH:5]=[C:6]([CH2:7][O:8][CH2:9][C:10]2[CH:15]=[CH:14][CH:13]=[CH:12][CH:11]=2)[N:2]([CH3:1])[N:3]=1 |f:1.2,3.4|. Procedure: To a cooled (0° C.) suspension of N-(1-methyl-5-benzyloxymethylpyrazol-3-yl)-2,6-dimethyl benzamide (9 g, 0.025M) and sodium iodide (19 g, 0.125M) in acetonitrile (250 ml) was added boron trifluoride etherate (18,3 g, 0,125M) in acetonitrile (60 ml) under nitrogen atmosphere. After being stirred for 2 hours at room temperature and usual work-up, the crude material was purified by column chromatography on silica gel using CH2Cl2, then CH2Cl2 /CH3OH=97.5/2.5 and 95/5 as eluents to give 1.5 g (23%)...